describe an organic reaction: reactants, conditions, products, and yield From a dataset of the Open Reaction Database (ORD), a public repository of structured organic reaction records. Reaction SMILES: [CH3:20][CH:21]1[CH2:22][CH2:23][NH:24][CH2:25][CH2:26]1.[CH:27]([Cl:28])([Cl:29])[Cl:30].[Cl:1][c:2]1[c:3](-[c:12]2[c:13]([Cl:19])[cH:14][cH:15][cH:16][c:17]2[F:18])[c:4]([Cl:11])[n:5][c:6]2[n:7]1[cH:8][cH:9][n:10]2.[OH2:31]>>[c:2]1([N:24]2[CH2:23][CH2:22][CH:21]([CH3:20])[CH2:26][CH2:25]2)[c:3](-[c:12]2[c:13]([Cl:19])[cH:14][cH:15][cH:16][c:17]2[F:18])[c:4]([Cl:11])[n:5][c:6]2[n:7]1[cH:8][cH:9][n:10]2. Reactants: CC1CCNCC1, ClC(Cl)Cl, Fc1cccc(Cl)c1-c1c(Cl)nc2nccn2c1Cl, O. The product is CC1CCN(c2c(-c3c(F)cccc3Cl)c(Cl)nc3nccn23)CC1.